Dataset: the Open Reaction Database (ORD), a public repository of structured organic reaction records. Task: describe an organic reaction: reactants, conditions, products, and yield The reactants are BrCCCNC(OC(C)(C)C)=O (tert-butyl 3-bromopropylcarbamate), C1(=CC=CC=C1)O (phenol), C(C1=CC=CC=C1)OC1=C(C=C2C=CC(=CC2=C1)O)Br (7-(benzyloxy)-6-bromonaphthalen-2-ol). The product is C(C1=CC=CC=C1)OC1=C(C=C2C=CC(=CC2=C1)OCCCNC(OC(C)(C)C)=O)Br (tert-butyl (3-((7-(benzyloxy)-6-bromonaphthalen-2-yl)oxy)propyl)carbamate), solid. Isolated yield 94.0%. RXN SMILES: C1(O)C=CC=CC=1.[CH2:8]([O:15][C:16]1[CH:25]=[C:24]2[C:19]([CH:20]=[CH:21][C:22]([OH:26])=[CH:23]2)=[CH:18][C:17]=1[Br:27])[C:9]1[CH:14]=[CH:13][CH:12]=[CH:11][CH:10]=1.Br[CH2:29][CH2:30][CH2:31][NH:32][C:33](=[O:39])[O:34][C:35]([CH3:38])([CH3:37])[CH3:36]>>[CH2:8]([O:15][C:16]1[CH:25]=[C:24]2[C:19]([CH:20]=[CH:21][C:22]([O:26][CH2:29][CH2:30][CH2:31][NH:32][C:33](=[O:39])[O:34][C:35]([CH3:38])([CH3:37])[CH3:36])=[CH:23]2)=[CH:18][C:17]=1[Br:27])[C:9]1[CH:10]=[CH:11][CH:12]=[CH:13][CH:14]=1. Procedure: Following GENERAL METHOD 5-1 for phenol alkylation using 7-(benzyloxy)-6-bromonaphthalen-2-ol (506.5 mg, 1.54 mmol) and tert-butyl 3-bromopropylcarbamate (409 mg, 1.72 mmol) and after column chromatography (eluting with 3-80% EtOAc/heptane) tert-butyl (3-((7-(benzyloxy)-6-bromonaphthalen-2-yl)oxy)propyl)carbamate was obtained as an off-white solid (706 mg, 94% yield). MS (M-Boc)=388.3. 1H NMR (400 MHz, CHLOROFORM-d) δ ppm 7.99 (s, 1H), 7.59 (d, J=9.60 Hz, 1H), 7.54 (d, J=8.08 Hz, 2H), 7.42 (t, J...